This data is from the Open Reaction Database (ORD), a public repository of structured organic reaction records. The task is: describe an organic reaction: reactants, conditions, products, and yield The reactants are CCSC1C(C(C)O)C(=O)N1C(C(=S)OCc1ccc([N+](=O)[O-])cc1)=C(Oc1ccc(C(=O)O)cc1)C(=O)C(C)(C)C, ClC(Cl)(Cl)Cl, ClC(Cl)Cl, Cl. The product is CC(O)C1C(=O)N(C(C(=S)OCc2ccc([N+](=O)[O-])cc2)=C(Oc2ccc(C(=O)O)cc2)C(=O)C(C)(C)C)C1Cl. Reaction SMILES: [C:1](=[O:2])([OH:3])[c:4]1[cH:5][cH:6][c:7]([O:8][C:9](=[C:10]([C:11](=[S:12])[O:13][CH2:14][c:15]2[cH:16][cH:17][c:18]([N+:21](=[O:22])[O-:23])[cH:19][cH:20]2)[N:24]2[C:25](=[O:34])[CH:26]([CH:31]([CH3:32])[OH:33])[CH:27]2[S:28][CH2:29][CH3:30])[C:35]([C:36]([CH3:37])([CH3:38])[CH3:39])=[O:40])[cH:41][cH:42]1.[C:48]([Cl:49])([Cl:50])([Cl:51])[Cl:52].[CH:44]([Cl:45])([Cl:46])[Cl:47].[Cl:43]>>[C:1](=[O:2])([OH:3])[c:4]1[cH:5][cH:6][c:7]([O:8][C:9](=[C:10]([C:11](=[S:12])[O:13][CH2:14][c:15]2[cH:16][cH:17][c:18]([N+:21](=[O:22])[O-:23])[cH:19][cH:20]2)[N:24]2[C:25](=[O:34])[CH:26]([CH:31]([CH3:32])[OH:33])[CH:27]2[Cl:45])[C:35]([C:36]([CH3:37])([CH3:38])[CH3:39])=[O:40])[cH:41][cH:42]1. Yield: 22.3%. The product is C(C)(C)N(CCOC1=CC=C(OC2=CC(=CC=3CCC(CC23)C2=CC=C(C=C2)O)O)C=C1)C(C)C (4-[4-(2-Diisopropylaminoethoxy)phenoxy]-6-(4-hydroxyphenyl)-5,6,7,8-tetrahydronaphthalen-2-ol). Reaction SMILES: COC1C=C(OC2C=CC(O)=CC=2)C2CC(C3C=CC(OC)=CC=3)CCC=2C=1.Cl.ClCCN(C(C)C)C(C)C.[CH:40]([N:43]([CH:74]([CH3:76])[CH3:75])[CH2:44][CH2:45][O:46][C:47]1[CH:52]=[CH:51][C:50]([O:53][C:54]2[C:63]3[CH2:62][CH:61]([C:64]4[CH:69]=[CH:68][C:67]([O:70]C)=[CH:66][CH:65]=4)[CH2:60][CH2:59][C:58]=3[CH:57]=[C:56]([O:72]C)[CH:55]=2)=[CH:49][CH:48]=1)([CH3:42])[CH3:41]>>[CH:74]([N:43]([CH:40]([CH3:42])[CH3:41])[CH2:44][CH2:45][O:46][C:47]1[CH:52]=[CH:51][C:50]([O:53][C:54]2[C:63]3[CH2:62][CH:61]([C:64]4[CH:69]=[CH:68][C:67]([OH:70])=[CH:66][CH:65]=4)[CH2:60][CH2:59][C:58]=3[CH:57]=[C:56]([OH:72])[CH:55]=2)=[CH:49][CH:48]=1)([CH3:75])[CH3:76] |f:1.2|. Reported procedure: Synthesized from 4-[3-methoxy-7-(4-methoxyphenyl)-5,6,7,8-tetrahydronaphthalen-1-yloxy]phenol and (2-chloroethyl)diisopropylamine hydrochloride according to an analogous synthetic method to Preparation Example 40, diisopropyl{2-{4-[3-methoxy-7-(4-methoxyphenyl)-5,6,7,8-tetrahydronaphthalen 1-yloxy]phenoxy}ethyl}amine (408 mg) was used according to an analogous synthetic method to Example 779 described below to provide the title compound (86 mg). The reactants are COC=1C=C(C=2CC(CCC2C1)C1=CC=C(C=C1)OC)OC1=CC=C(C=C1)O (4-[3-methoxy-7-(4-methoxyphenyl)-5,6,7,8-tetrahydronaphthalen-1-yloxy]phenol), Cl.ClCCN(C(C)C)C(C)C ((2-chloroethyl)diisopropylamine hydrochloride), C(C)(C)N(CCOC1=CC=C(C=C1)OC1=CC(=CC=2CCC(CC12)C1=CC=C(C=C1)OC)OC)C(C)C (diisopropyl{2-{4-[3-methoxy-7-(4-methoxyphenyl)-5,6,7,8-tetrahydronaphthalen 1-yloxy]phenoxy}ethyl}amine). The reactants are solid, Cl.Cl.O1C=C(C=C2C1=CC=C2)C2N(CCCC2)CC[C@@H]2CC[C@H](CC2)N (trans-4-[2-(4-benzofuran-3-yl-piperidin-1-yl)-ethyl]-cyclohexylamine dihydrochloride), Cl.Cl.O1C=C(C=C2C1=CC=C2)C2N(CCCC2)CC[C@@H]2CC[C@H](CC2)N (trans-4-[2-(4-benzofuran-3-yl-piperidin-1-yl)-ethyl]-cyclohexylamine dihydrochloride), CS(=O)(=O)CC(=O)O (2-methanesulfonyl-acetic acid). Yields the product O1C=C(C=C2C1=CC=C2)C2N(CCCC2)CC[C@@H]2CC[C@H](CC2)NC(CS(=O)(=O)C)=O (trans-N-{4-[2-(4-Benzofuran-3-yl-piperidin-1-yl)-ethyl]-cyclohexyl}-2-methanesulfonyl-acetamide). RXN SMILES: Cl.Cl.[O:3]1[C:8]2=[CH:9][CH:10]=[CH:11][C:7]2=[CH:6][C:5]([CH:12]2[CH2:17][CH2:16][CH2:15][CH2:14][N:13]2[CH2:18][CH2:19][C@H:20]2[CH2:25][CH2:24][C@H:23]([NH2:26])[CH2:22][CH2:21]2)=[CH:4]1.[CH3:27][S:28]([CH2:31][C:32](O)=[O:33])(=[O:30])=[O:29]>>[O:3]1[C:8]2=[CH:9][CH:10]=[CH:11][C:7]2=[CH:6][C:5]([CH:12]2[CH2:17][CH2:16][CH2:15][CH2:14][N:13]2[CH2:18][CH2:19][C@H:20]2[CH2:21][CH2:22][C@H:23]([NH:26][C:32](=[O:33])[CH2:31][S:28]([CH3:27])(=[O:30])=[O:29])[CH2:24][CH2:25]2)=[CH:4]1 |f:0.1.2|. Procedure: The title compound, white solid (79 mg, 71%), MS (ISP) m/z=447.3 [(M+H)+], mp 187° C., was prepared in accordance with the general method of example 1 from trans-4-[2-(4-benzofuran-3-yl-piperidin-1-yl)-ethyl]-cyclohexylamine dihydrochloride (intermediate A) (100 mg, 0.25 mmol) and 2-methanesulfonyl-acetic acid. Starting materials: [Al+3], O=C1CCCc2nc3ccccc3c(NCc3ccc(Cl)cc3)c21, [H-], [H-], [H-], [H-], [Li+], C1CCOC1. Yields the product OC1CCCc2nc3ccccc3c(NCc3ccc(Cl)cc3)c21. As a reaction SMILES: [Al+3:26].[Cl:1][c:2]1[cH:3][cH:4][c:5]([CH2:6][NH:7][c:8]2[c:9]3[cH:10][cH:11][cH:12][cH:13][c:14]3[n:15][c:16]3[c:21]2[C:20](=[O:22])[CH2:19][CH2:18][CH2:17]3)[cH:23][cH:24]1.[H-:25].[H-:28].[H-:29].[H-:30].[Li+:27].[O:31]1[CH2:32][CH2:33][CH2:34][CH2:35]1>>[Cl:1][c:2]1[cH:3][cH:4][c:5]([CH2:6][NH:7][c:8]2[c:9]3[cH:10][cH:11][cH:12][cH:13][c:14]3[n:15][c:16]3[c:21]2[CH:20]([OH:22])[CH2:19][CH2:18][CH2:17]3)[cH:23][cH:24]1.